This data is from the Open Reaction Database (ORD), a public repository of structured organic reaction records. The task is: describe an organic reaction: reactants, conditions, products, and yield Reactants: C(#N)N=C(OC1=CC=CC=C1)N1CCC(CC1)(C1=CC=CC=C1)CCN1C2CC(CC1CC2)N2C(=NC1=C2C=CC=C1)C (Phenyl N-cyano-4-{2-[3-(2-methyl-1H-benzimidazol-1-yl)-8-azabicyclo[3.2.1]oct-8-yl]ethyl}-4-phenylpiperidine-1-carboximidoate), N (ammonia). The solvent is CO (methanol). Yields the product C(#N)N=C(N)N1CCC(CC1)(C1=CC=CC=C1)CCN1C2CC(CC1CC2)N2C(=NC1=C2C=CC=C1)C (N′-cyano-4-{2-[3-(2-methyl-1H-benzimidazol-1-yl)-8-azabicyclo[3.2.1]oct-8-yl]ethyl}-4-phenylpiperidine-1-carboximidamide). Yield: 91.0%. Reaction SMILES: C(N=C([N:12]1[CH2:17][CH2:16][C:15]([CH2:24][CH2:25][N:26]2[CH:31]3[CH2:32][CH2:33][CH:27]2[CH2:28][CH:29]([N:34]2[C:38]4[CH:39]=[CH:40][CH:41]=[CH:42][C:37]=4[N:36]=[C:35]2[CH3:43])[CH2:30]3)([C:18]2[CH:23]=[CH:22][CH:21]=[CH:20][CH:19]=2)[CH2:14][CH2:13]1)OC1C=CC=CC=1)#N.[NH3:44]>CO>[C:29]([N:34]=[C:35]([N:12]1[CH2:13][CH2:14][C:15]([CH2:24][CH2:25][N:26]2[CH:31]3[CH2:32][CH2:33][CH:27]2[CH2:28][CH:29]([N:34]2[C:38]4[CH:39]=[CH:40][CH:41]=[CH:42][C:37]=4[N:36]=[C:35]2[CH3:43])[CH2:30]3)([C:18]2[CH:23]=[CH:22][CH:21]=[CH:20][CH:19]=2)[CH2:16][CH2:17]1)[NH2:36])#[N:44]. Procedure details: Phenyl N-cyano-4-{2-[3-(2-methyl-1H-benzimidazol-1-yl)-8-azabicyclo[3.2.1]oct-8-yl]ethyl}-4-phenylpiperidine-1-carboximidoate (100 mg, 0.175 mmol) and a solution of ammonia in methanol (2 mL, 1.4 M) was stirred at ambient temperature for 20 hours. After evaporation of the excess ammonia and the solvent, the residue was subject to flash chromatography (Mega Bond Elut Si, MeOH/EtOAc, 10% to 40%) to afford N′-cyano-4-{2-[3-(2-methyl-1H-benzimidazol-1-yl)-8-azabicyclo[3.2.1]oct-8-yl]ethyl}-4-phenylp... Starting materials: C1=CN(C=N1)C(=O)N2C=CN=C2 (CDI), C1=CC(=C(C=C1C=2C=CC(=CC2F)F)C(=O)O)O (diflunisal), C(C)(C)(C)O (tert-butyl alcohol), C1CCC2=NCCCN2CC1 (DBU), C(=O)(O)[O-].[Na+] (NaHCO3). Solvent: CN(C)C=O (DMF). Conditions: temperature 50 celsius, time 30 minute. Yields the product ten, FC1=C(C=CC(=C1)F)C1=CC(=C(C=C1)O)C(=O)OCCCC (butyl 2′,4′-difluoro-4-hydroxybiphenyl-3-carboxylate). Isolated yield 68.0%. As a reaction SMILES: C1N=CN(C(N2C=NC=C2)=O)C=1.[CH:13]1[C:18]([C:19]2[CH:20]=[CH:21][C:22]([F:26])=[CH:23][C:24]=2[F:25])=[CH:17][C:16]([C:27]([OH:29])=[O:28])=[C:15]([OH:30])[CH:14]=1.C(O)(C)(C)C.[CH2:36]1[CH2:46]CN2C(=NCCC2)[CH2:38][CH2:37]1.C([O-])(O)=O.[Na+]>CN(C=O)C>[F:25][C:24]1[CH:23]=[C:22]([F:26])[CH:21]=[CH:20][C:19]=1[C:18]1[CH:13]=[CH:14][C:15]([OH:30])=[C:16]([C:27]([O:29][CH2:46][CH2:36][CH2:37][CH3:38])=[O:28])[CH:17]=1 |f:4.5|. Reported procedure: CDI (1.29 g, 7.99 mmol) was added to a solution of diflunisal (2.02 g, 8.07 mmol) in DMF (20 mL). The reaction mixture was stirred at 50° C. for 30 min and tert-butyl alcohol (1.50 mL, 14.97 mmol) and DBU (2.40 mL, 16.064 mmol) were dropwise added. The reaction mixture was stirred at 50° C. for 20 h and allowed to reach r.t. It was poured into NaHCO3 (100 mL, saturated aqueous solution) and extracted with EtOAc (100 mL). The organic layer was dried over Na2SO4 (anhydrous), filtered and concentra... The reactants are COC=1C=CC2=C(C(NS2(=O)=O)=O)C1 (5-methoxy-benzisothiazole-3(2H)-one-1,1-dioxide), CN1S(C2=C(C(=C1C(=O)NC=1SC(=CN1)C)O)C=C(C=C2)C)(=O)=O (2,6-Dimethyl-4-hydroxy-N-(5-methyl-2-thiazolyl)-2H-1,2-benzothiazine-3-carboxamide-1,1-dioxide), [OH-].[Na+] (sodium hydroxide), ClCC(=O)OC (methyl chloroacetate), methyl 5-methoxy-3-oxo-benzisothiazolo-2(3H)-acetate-1,1-dioxide. Run in C1(=CC=CC=C1)C.C(C)(C)(C)O (toluene tert. butanol). Yields the product OC1=C(NS(C2=C1C=C(C=C2)OC)(=O)=O)C(=O)OC (Methyl 4-hydroxy-6-methoxy-2H-1,2-benzothiazine-3-carboxylate-1,1-dioxide), C[O-].[Na+] (sodium methylate). As a reaction SMILES: [CH3:1][O:2][C:3]1[CH:4]=[CH:5][C:6]2[S:10](=[O:12])(=[O:11])[NH:9][C:8](=[O:13])[C:7]=2[CH:14]=1.CN1C([C:22](NC2SC(C)=CN=2)=[O:23])=C(O)C2C=C(C)C=CC=2S1(=O)=O.[OH-].[Na+:40].Cl[CH2:42][C:43]([O:45][CH3:46])=[O:44]>C1(C)C=CC=CC=1.C(O)(C)(C)C>[OH:13][C:8]1[C:7]2[CH:14]=[C:3]([O:2][CH3:1])[CH:4]=[CH:5][C:6]=2[S:10](=[O:12])(=[O:11])[NH:9][C:42]=1[C:43]([O:45][CH3:46])=[O:44].[CH3:22][O-:23].[Na+:40] |f:2.3,5.6,8.9|. Procedure: The starting compound was prepared by conversion of 5-methoxy-benzisothiazole-3(2H)-one-1,1-dioxide, analogous to 5-methyl-benzisothiazole-3(2H)-one-1,1-dioxide (see Example 8), with sodium hydroxide and methyl chloroacetate into methyl 5-methoxy-3-oxo-benzisothiazolo-2(3H)-acetate-1,1-dioxide. Methyl 4-hydroxy-6-methoxy-2H-1,2-benzothiazine-3-carboxylate-1,1-dioxide (m.p. 183° C., from ethyl acetate/cyclohexane) was obtained by subsequent rearrangement with sodium methylate in toluene/tert. but...